Dataset: the Open Reaction Database (ORD), a public repository of structured organic reaction records. Task: describe an organic reaction: reactants, conditions, products, and yield Reactants: F[B-](F)(F)F, COC(=O)c1cccc(C(=O)[O-])n1, CN(C)C=O, [K+], CCc1nc2c(cnn2CC)c(NC2CCOCC2)c1CN, CN(C)C(On1nnc2ccccc21)=[N+](C)C. The product is CCc1nc2c(cnn2CC)c(NC2CCOCC2)c1CNC(=O)c1cccc(C(=O)OC)n1. RXN SMILES: [B-:15]([F:16])([F:17])([F:18])[F:19].[CH3:2][O:3][C:4](=[O:5])[c:6]1[cH:7][cH:8][cH:9][c:10]([C:12](=[O:13])[O-:14])[n:11]1.[CH3:59][N:60]([CH3:61])[CH:62]=[O:63].[K+:1].[NH2:37][CH2:38][c:39]1[c:40]([NH:52][CH:53]2[CH2:54][CH2:55][O:56][CH2:57][CH2:58]2)[c:41]2[c:42]([n:43][c:44]1[CH2:45][CH3:46])[n:47]([CH2:50][CH3:51])[n:48][cH:49]2.[n:20]1([O:21][C:22]([N:23]([CH3:24])[CH3:25])=[N+:26]([CH3:27])[CH3:28])[c:29]2[cH:30][cH:31][cH:32][cH:33][c:34]2[n:35][n:36]1>>[CH3:2][O:3][C:4](=[O:5])[c:6]1[cH:7][cH:8][cH:9][c:10]([C:12](=[O:14])[NH:37][CH2:38][c:39]2[c:40]([NH:52][CH:53]3[CH2:54][CH2:55][O:56][CH2:57][CH2:58]3)[c:41]3[c:42]([n:43][c:44]2[CH2:45][CH3:46])[n:47]([CH2:50][CH3:51])[n:48][cH:49]3)[n:11]1. Starting materials: CCOC(=O)c1nc2c(=O)[nH]c3cc(S(C)(=O)=O)ccc3n2c1C, [K+], [OH-], O. Product: Cc1c(C(=O)O)nc2c(=O)[nH]c3cc(S(C)(=O)=O)ccc3n12. Reaction SMILES: [CH2:1]([CH3:2])[O:3][C:4](=[O:5])[c:6]1[n:7][c:8]2[n:9]([c:10]3[cH:11][cH:12][c:13]([S:19](=[O:20])(=[O:21])[CH3:22])[cH:14][c:15]3[nH:16][c:17]2=[O:18])[c:23]1[CH3:24].[K+:27].[OH-:26].[OH2:25]>>[O:3]=[C:4]([OH:5])[c:6]1[n:7][c:8]2[n:9]([c:10]3[cH:11][cH:12][c:13]([S:19](=[O:20])(=[O:21])[CH3:22])[cH:14][c:15]3[nH:16][c:17]2=[O:18])[c:23]1[CH3:24]. Reactants: [H-].[Na+] (sodium hydride), OC(C(C)N1C(=C(C2=CC=CC=C12)C(=O)OC(C)(C)C)C)(C)C ((±)-tert-butyl 1-(3-hydroxy-3-methylbutan-2-yl)-2-methyl-1H-indole-3-carboxylate), IC (iodomethane). Solvent: C1CCOC1 (THF). Run at temperature 45 celsius. Product: COC(C(C)N1C(=C(C2=CC=CC=C12)C(=O)OC(C)(C)C)C)(C)C ((±)-tert-butyl 1-(3-methoxy-3-methylbutan-2-yl)-2-methyl-1H-indole-3-carboxylate). Yield: 95.2%. RXN SMILES: [OH:1][C:2]([CH3:23])([CH3:22])[CH:3]([N:5]1[C:13]2[C:8](=[CH:9][CH:10]=[CH:11][CH:12]=2)[C:7]([C:14]([O:16][C:17]([CH3:20])([CH3:19])[CH3:18])=[O:15])=[C:6]1[CH3:21])[CH3:4].[H-].[Na+].I[CH3:27]>C1COCC1>[CH3:27][O:1][C:2]([CH3:22])([CH3:23])[CH:3]([N:5]1[C:13]2[C:8](=[CH:9][CH:10]=[CH:11][CH:12]=2)[C:7]([C:14]([O:16][C:17]([CH3:20])([CH3:19])[CH3:18])=[O:15])=[C:6]1[CH3:21])[CH3:4] |f:1.2|. Reported procedure: To a solution of (±)-tert-butyl 1-(3-hydroxy-3-methylbutan-2-yl)-2-methyl-1H-indole-3-carboxylate (0.2594 g, 0.817 mmol) and THF (8 mL), in a 50 mL round bottom flask, cooled to 0° C. was added sodium hydride (0.065 g, 1.634 mmol). The reaction was then heated at 45° C. for 2 h then iodomethane (0.102 ml, 1.634 mmol) was added and the reaction was heated at that temperature overnight. The reaction was quenched with 1N HCl and brine, extracted with EtOAc, dried over Na2SO4, filtered, concentrated... The solvent is Cl (hydrochloric acid). Yields the product NC(=N)NC=1C=C(C(=O)NC2=CC3=C(N(C=N3)C(CC(=O)O)C3=CC=CC=C3)C=C2)C=CC1 (3-{5-[(3-{[Amino(imino)methyl]amino}benzoyl)amino]-1H-benzimidazol-1-yl}-3-phenylpropanoic acid), Phase II. The reactants are NC(=N)NC=1C=C(C(=O)NC2=CC3=C(N(C=N3)C(CC(=O)OCC)C3=CC=CC=C3)C=C2)C=CC1 (ethyl 3-{5-[(3-{[amino(imino)methyl]amino}benzoyl)amino]-1H-benzimidazol-1-yl}-3-phenylpropanoate), solution. As a reaction SMILES: [NH2:1][C:2]([NH:4][C:5]1[CH:6]=[C:7]([CH:33]=[CH:34][CH:35]=1)[C:8]([NH:10][C:11]1[CH:32]=[CH:31][C:14]2[N:15]([CH:18]([C:25]3[CH:30]=[CH:29][CH:28]=[CH:27][CH:26]=3)[CH2:19][C:20]([O:22]CC)=[O:21])[CH:16]=[N:17][C:13]=2[CH:12]=1)=[O:9])=[NH:3]>Cl>[NH2:3][C:2]([NH:4][C:5]1[CH:6]=[C:7]([CH:33]=[CH:34][CH:35]=1)[C:8]([NH:10][C:11]1[CH:32]=[CH:31][C:14]2[N:15]([CH:18]([C:25]3[CH:26]=[CH:27][CH:28]=[CH:29][CH:30]=3)[CH2:19][C:20]([OH:22])=[O:21])[CH:16]=[N:17][C:13]=2[CH:12]=1)=[O:9])=[NH:1]. Procedure: A solution of ethyl 3-{5-[(3-{[amino(imino)methyl]amino}benzoyl)amino]-1H-benzimidazol-1-yl}-3-phenylpropanoate (32 mg, 68 μmol) in hydrochloric acid (20 mL of a 5N solution) was stirred at room temperature for 96 hours. The solution was evaporated in vacuo and the residue was purified by RP-HPLC to afford the title compound, [LCMS (Method A, Mobile Phase II) RT=2.99 min, MH+ 443].